describe an organic reaction: reactants, conditions, products, and yield From a dataset of the Open Reaction Database (ORD), a public repository of structured organic reaction records. Reactants: CNC(C(=O)N(C1=CC=CC=C1)C1=C(C=CC=C1)C(CCC1CCN(CC1)C(=O)OC(C)(C)C)=O)=O (tert-butyl 4-(3-(2-(2-(methylamino)-2-oxo-N-phenylacetamido)phenyl)-3-oxopropyl)piperidine-1-carboxylate), C([O-])([O-])=O.[K+].[K+] (potassium carbonate). The solvent is CO (methanol). Conditions: time 8 hour. Product: CNC(=O)C=1N(C2=CC=CC=C2C(C1CC1CCN(CC1)C(=O)OC(C)(C)C)=O)C1=CC=CC=C1 (tert-butyl 4-((2-(methylcarbamoyl)-4-oxo-1-phenyl-1,4-dihydroquinolin-3-yl)methyl)piperidine-1-carboxylate). The yield is 4.3%. Reaction SMILES: [CH3:1][NH:2][C:3](=[O:36])[C:4]([N:6]([C:13]1[CH:18]=[CH:17][CH:16]=[CH:15][C:14]=1[C:19](=[O:35])[CH2:20][CH2:21][CH:22]1[CH2:27][CH2:26][N:25]([C:28]([O:30][C:31]([CH3:34])([CH3:33])[CH3:32])=[O:29])[CH2:24][CH2:23]1)[C:7]1[CH:12]=[CH:11][CH:10]=[CH:9][CH:8]=1)=O.C(=O)([O-])[O-].[K+].[K+]>CO>[CH3:1][NH:2][C:3]([C:4]1[N:6]([C:7]2[CH:12]=[CH:11][CH:10]=[CH:9][CH:8]=2)[C:13]2[C:14]([C:19](=[O:35])[C:20]=1[CH2:21][CH:22]1[CH2:27][CH2:26][N:25]([C:28]([O:30][C:31]([CH3:32])([CH3:34])[CH3:33])=[O:29])[CH2:24][CH2:23]1)=[CH:15][CH:16]=[CH:17][CH:18]=2)=[O:36] |f:1.2.3|. Procedure: The compound prepared in Example 319 (0.121 g) was suspended in methanol (10 mL) and potassium carbonate (0.051 g) added. The reaction mixture was stirred at room temperature overnight. The reaction mixture was concentrated under reduced pressure to afford the crude material, which was partitioned between ethyl acetate and water. The organics were washed with brine, dried over magnesium sulfate, filtered and concentrated under reduced pressure to afford the crude product, which was purified by f... The reactants are CCCCCC(O)C=CC1C(O)CC2OC(C(Br)CCCC(=O)OCC(=O)OCC)CC21, C1CCC2=NCCCN2CC1, Cl, O=P([O-])([O-])[O-]. Yields the product CCCCCC(O)C=CC1C(O)CC2OC(=CCCCC(=O)OCC(=O)OCC)CC21. As a reaction SMILES: [CH2:1]([CH3:2])[O:3][C:4](=[O:5])[CH2:6][O:7][C:8]([CH2:9][CH2:10][CH2:11][CH:12]([CH:13]1[CH2:14][CH:15]2[CH:16]([CH2:17][CH:18]([OH:29])[CH:19]2[CH:20]=[CH:21][CH:22]([CH2:23][CH2:24][CH2:25][CH2:26][CH3:27])[OH:28])[O:30]1)[Br:31])=[O:32].[CH2:33]1[CH2:34][CH2:35][C:36]2=[N:41][CH2:40][CH2:39][CH2:38][N:37]2[CH2:42][CH2:43]1.[ClH:44].[O-:45][P:46](=[O:47])([O-:48])[O-:49]>>[CH2:1]([CH3:2])[O:3][C:4](=[O:5])[CH2:6][O:7][C:8]([CH2:9][CH2:10][CH2:11][CH:12]=[C:13]1[CH2:14][CH:15]2[CH:16]([CH2:17][CH:18]([OH:29])[CH:19]2[CH:20]=[CH:21][CH:22]([CH2:23][CH2:24][CH2:25][CH2:26][CH3:27])[OH:28])[O:30]1)=[O:32]. The reactants are [OH-].[Na+] (Sodium hydroxide), C(C)OC(CN(C(C1=C(C=CC(=C1)OCCCCCCCCCCCCCC)OCC1=CC=CC=C1)=O)CC(=O)OCC)=O (N-(2-ethoxy-2-oxoethyl)-N-[5-(tetradecyloxy)-2-(phenylmethoxy)benzoyl]glycine ethyl ester). The product is C(=O)(O)CN(CC(=O)O)C(C1=C(C=CC(=C1)OCCCCCCCCCCCCCC)OCC1=CC=CC=C1)=O (N-(carboxymethyl)-N-[5-(tetradecyloxy)-2-(phenylmethoxy)benzoyl]glycine). The yield is 91.0%. Reaction SMILES: [OH-].[Na+].C([O:5][C:6](=[O:46])[CH2:7][N:8]([CH2:40][C:41]([O:43]CC)=[O:42])[C:9](=[O:39])[C:10]1[CH:15]=[C:14]([O:16][CH2:17][CH2:18][CH2:19][CH2:20][CH2:21][CH2:22][CH2:23][CH2:24][CH2:25][CH2:26][CH2:27][CH2:28][CH2:29][CH3:30])[CH:13]=[CH:12][C:11]=1[O:31][CH2:32][C:33]1[CH:38]=[CH:37][CH:36]=[CH:35][CH:34]=1)C>>[C:41]([CH2:40][N:8]([C:9](=[O:39])[C:10]1[CH:15]=[C:14]([O:16][CH2:17][CH2:18][CH2:19][CH2:20][CH2:21][CH2:22][CH2:23][CH2:24][CH2:25][CH2:26][CH2:27][CH2:28][CH2:29][CH3:30])[CH:13]=[CH:12][C:11]=1[O:31][CH2:32][C:33]1[CH:34]=[CH:35][CH:36]=[CH:37][CH:38]=1)[CH2:7][C:6]([OH:46])=[O:5])([OH:43])=[O:42] |f:0.1|. Reported procedure: Sodium hydroxide hydrolysis of N-(2-ethoxy-2-oxoethyl)-N-[5-(tetradecyloxy)-2-(phenylmethoxy)benzoyl]glycine ethyl ester under conditions described in Example 81 gave N-(carboxymethyl)-N-[5-(tetradecyloxy)-2-(phenylmethoxy)benzoyl]glycine (91% yield, mp 71°-74°). The reactants are P(Br)(Br)Br (PBr3), CC=1C=C(CO)C=C(C1OC1=CC(=C(C=C1)O)C(C)C)C (3,5-Dimethyl-4-(4-hydroxy-3-isopropylphenoxy)benzylalcohol). Solvent: C(Cl)Cl (CH2Cl2), C(Cl)Cl (CH2Cl2). The product is CC=1C=C(CBr)C=C(C1OC1=CC(=C(C=C1)O)C(C)C)C (3,5-dimethyl-4-(4-hydroxy-3-isopropyl-phenoxy)benzylbromide). The yield is 90.0%. RXN SMILES: P(Br)(Br)[Br:2].[CH3:5][C:6]1[CH:7]=[C:8]([CH:11]=[C:12]([CH3:25])[C:13]=1[O:14][C:15]1[CH:20]=[CH:19][C:18]([OH:21])=[C:17]([CH:22]([CH3:24])[CH3:23])[CH:16]=1)[CH2:9]O>C(Cl)Cl>[CH3:5][C:6]1[CH:7]=[C:8]([CH:11]=[C:12]([CH3:25])[C:13]=1[O:14][C:15]1[CH:20]=[CH:19][C:18]([OH:21])=[C:17]([CH:22]([CH3:24])[CH3:23])[CH:16]=1)[CH2:9][Br:2]. Procedure: A solution of PBr3 (401 mg, 1.48 mmol) in 10 ml of CH2Cl2 was added dropwise, under nitrogen, to a stirred solution of the above alcohol (Example 16, 850 mg) in 20 ml CH2C12 at 0° C. The reaction mixture was left to stand at room temperature over night and then diluted with CH2Cl2. The organic phase was washed with water, dried over MgSO4 and concentrated. The residue was purified by column chromathography (silica gel, 9:1 petroleum-ether/EtOAc) to give 465 mg of 3,5-dimethyl-4-(4-hydroxy-3-isop... Reactants: CC1(C(=O)OC(C1)=O)C (2,2-dimethylsuccinic anhydride), C(C)C1=CC=C(C=C1)Cl.C(CC)(=O)[O-] (ethyl (4-chlorobenzene) propanoate), C[Si](N[Si](C)(C)C)(C)C.[K] (potassium hexamethyldisilazane), [Li+].[OH-] (LiOH). Run in C1CCOC1 (THF), O (Water), CO (MeOH), C1CCOC1 (THF), C1(=CC=CC=C1)C (toluene), C1CCOC1 (THF). Reaction conditions: temperature -60 celsius, time 1 hour. The product is ClC1=CC=C(C=C1)CCC(CC(C(=O)OC)(C)C)=O (Methyl 6-(4-chlorophenyl)-2,2-dimethyl-4-oxohexanoate), carboxylic acid. Reaction SMILES: [CH2:1]([C:3]1[CH:8]=[CH:7][C:6]([Cl:9])=[CH:5][CH:4]=1)[CH3:2].[C:10]([O-])(=O)CC.C[Si](C)(C)N[Si](C)(C)C.[K].[CH3:25][C:26]1([CH3:33])[CH2:31][C:30](=[O:32])[O:29][C:27]1=[O:28].[Li+].[OH-]>C1COCC1.C1(C)C=CC=CC=1.CO.O>[Cl:9][C:6]1[CH:7]=[CH:8][C:3]([CH2:1][CH2:2][C:30](=[O:32])[CH2:31][C:26]([CH3:33])([CH3:25])[C:27]([O:29][CH3:10])=[O:28])=[CH:4][CH:5]=1 |f:0.1,2.3,5.6,^1:23|. Reported procedure: To a solution of ethyl (4-chlorobenzene)-propanoate (Step B, 10 g) in dry THF (500 mL) at -78° C. was added 0.58M potassium hexamethyldisilazane in toluene (243 mL). The mixture was stirred at -60° C. for one hour. Then a solution of 2,2-dimethylsuccinic anhydride (6 g) in THF (100 mL) was added slowly and the mixture was slowly warmed to room temperature and finally stirred for 18 hours. Water (1000 mL) was added and the organic layer separated, The aqueous layer was washed with EtOAc (3×250 ml...